From a dataset of the Open Reaction Database (ORD), a public repository of structured organic reaction records. describe an organic reaction: reactants, conditions, products, and yield Reactants: [Al+3], C1CCOC1, CC(C)(C)OC(=O)N1CCCC1COc1cncc(N2CCC(CCOCc3ccccc3)CC2)c1, CCOCC, [H-], [H-], [H-], [H-], [Li+], [Na+], [Na+], O=S(=O)([O-])[O-], O. The product is CN1CCCC1COc1cncc(N2CCC(CCOCc3ccccc3)CC2)c1. Reaction SMILES: [Al+3:2].[CH2:55]1[O:56][CH2:57][CH2:58][CH2:59]1.[CH2:7]([c:8]1[cH:9][cH:10][cH:11][cH:12][cH:13]1)[O:14][CH2:15][CH2:16][CH:17]1[CH2:18][CH2:19][N:20]([c:23]2[cH:24][n:25][cH:26][c:27]([O:29][CH2:30][CH:31]3[N:32]([C:36]([O:37][C:38]([CH3:39])([CH3:40])[CH3:41])=[O:42])[CH2:33][CH2:34][CH2:35]3)[cH:28]2)[CH2:21][CH2:22]1.[CH3:50][CH2:51][O:52][CH2:53][CH3:54].[H-:1].[H-:4].[H-:5].[H-:6].[Li+:3].[Na+:43].[Na+:44].[O-:45][S:46]([O-:47])(=[O:48])=[O:49].[OH2:60]>>[CH2:7]([c:8]1[cH:9][cH:10][cH:11][cH:12][cH:13]1)[O:14][CH2:15][CH2:16][CH:17]1[CH2:18][CH2:19][N:20]([c:23]2[cH:24][n:25][cH:26][c:27]([O:29][CH2:30][CH:31]3[N:32]([CH3:36])[CH2:33][CH2:34][CH2:35]3)[cH:28]2)[CH2:21][CH2:22]1. As a reaction SMILES: Cl[C:2]1[N:10]=[CH:9][N:8]=[C:7]2[C:3]=1[NH:4][CH:5]=[N:6]2.[NH:11]1[CH2:16][CH2:15][NH:14][CH2:13][CH2:12]1>>[N:11]1([C:9]2[N:8]=[C:7]3[C:3]([NH:4][CH:5]=[N:6]3)=[CH:2][N:10]=2)[CH2:16][CH2:15][NH:14][CH2:13][CH2:12]1. Reported procedure: In Step 3, a 6-chloropurine (4) undergoes a displacement reaction with a piperazine (5) to provide a piperazinyl purine of Formula (I). The reaction can proceed in the presence of a suitable base, such as triethylamine or diisopropylethylamine, in a solvent such as methanol, ethanol, or isopropanol, at an elevated temperature such as about 50 to 100° C. Alternatively the reaction can be accomplished using microwave irradiation. The reactants are ClC1=C2NC=NC2=NC=N1 (6-chloropurine), N1CCNCC1 (piperazine). Product: N1(CCNCC1)C1=NC=C2NC=NC2=N1 (piperazinyl purine), ( I ). Reactants: ClC1=NC=2N3C(CN(C2C=N1)CC1=C(C(=O)N)C=CC(=C1)C)COCC3 (2-((2-chloro-6a,7,9,10-tetrahydro-[1,4]oxazino[3,4-h]pteridin-5(6H)-yl)methyl)-4-methylbenzamide), N1C=CC2=C(C=CC=C12)B(O)O (1H-indol-4-ylboronic acid). Reagents/catalysts: C1=CC=C(C=C1)P([C-]2C=CC=C2)C3=CC=CC=C3.C1=CC=C(C=C1)P([C-]2C=CC=C2)C3=CC=CC=C3.Cl[Pd]Cl.[Fe+2] (PdCl2(dppf)). Run in O1CCOCC1 (dioxane), C(=O)(O)[O-].[Na+] (NaHCO3), CCOC(=O)C (EtOAc). Reaction conditions: temperature 100 celsius, time 8 hour. Product: N1C=CC2=C(C=CC=C12)C1=NC=2N3C(CN(C2C=N1)CC1=C(C(=O)N)C=CC(=C1)C)COCC3 (2-((2-(1H-indol-4-yl)-6a,7,9,10-tetrahydro-[1,4]oxazino[3,4-h]pteridin-5(6H)-yl)methyl)-4-methylbenzamide). Yield: 33.3%. As a reaction SMILES: Cl[C:2]1[N:11]=[CH:10][C:9]2[N:8]([CH2:12][C:13]3[CH:21]=[C:20]([CH3:22])[CH:19]=[CH:18][C:14]=3[C:15]([NH2:17])=[O:16])[CH2:7][CH:6]3[CH2:23][O:24][CH2:25][CH2:26][N:5]3[C:4]=2[N:3]=1.[NH:27]1[C:35]2[C:30](=[C:31](B(O)O)[CH:32]=[CH:33][CH:34]=2)[CH:29]=[CH:28]1>O1CCOCC1.C([O-])(O)=O.[Na+].CCOC(C)=O.C1C=CC(P(C2C=CC=CC=2)[C-]2C=CC=C2)=CC=1.C1C=CC(P(C2C=CC=CC=2)[C-]2C=CC=C2)=CC=1.Cl[Pd]Cl.[Fe+2]>[NH:27]1[C:35]2[C:30](=[C:31]([C:2]3[N:11]=[CH:10][C:9]4[N:8]([CH2:12][C:13]5[CH:21]=[C:20]([CH3:22])[CH:19]=[CH:18][C:14]=5[C:15]([NH2:17])=[O:16])[CH2:7][CH:6]5[CH2:23][O:24][CH2:25][CH2:26][N:5]5[C:4]=4[N:3]=3)[CH:32]=[CH:33][CH:34]=2)[CH:29]=[CH:28]1 |f:3.4,6.7.8.9|. Procedure details: To a 10 mL vial were added 2-((2-chloro-6a,7,9,10-tetrahydro-[1,4]oxazino[3,4-h]pteridin-5(6H)-yl)methyl)-4-methylbenzamide (PREPARATION x84, 57 mg, 0.152 mmol), 1H-indol-4-ylboronic acid (49.1 mg, 0.305 mmol), and PdCl2(dppf) (11.16 mg, 0.015 mmol) in dioxane (2 mL) and saturated NaHCO3 (0.4 mL). The resulting orange suspension was heated to 100° C. and stirred overnight. The reaction mixture was subsequently diluted with EtOAc and washed with saturated NH4Cl (3×). The combined organic layers w... Starting materials: NC=1NC(C2=C(N1)N(C(S2)=O)CCCCOC(C)=O)=O (5-Amino-3-(4-acetoxybutyl)thiazolo[4,5-d]pyrimidine-2,7(3H,6H)-dione). Run in [NH4+].[OH-] (NH4OH). Conditions: time 18 hour. Yields the product NC=1NC(C2=C(N1)N(C(S2)=O)CCCCO)=O (5-Amino-3-(4-hydroxybutyl)thiazolo[4,5-d]-pyrimidine-2,7(3H,6H)-dione). RXN SMILES: [NH2:1][C:2]1[NH:3][C:4](=[O:20])[C:5]2[S:10][C:9](=[O:11])[N:8]([CH2:12][CH2:13][CH2:14][CH2:15][O:16]C(=O)C)[C:6]=2[N:7]=1>[NH4+].[OH-]>[NH2:1][C:2]1[NH:3][C:4](=[O:20])[C:5]2[S:10][C:9](=[O:11])[N:8]([CH2:12][CH2:13][CH2:14][CH2:15][OH:16])[C:6]=2[N:7]=1 |f:1.2|. Reported procedure: A mixture of 5-Amino-3-(4-acetoxybutyl)thiazolo[4,5-d]pyrimidine-2,7(3H,6H)-dione (230 mg, 771 μmol) and conc. NH4OH (10 mL) was placed in a pressure bottle and stirred at ambient temperature for 18 h. The solution was evaporated under vacuum and the residual solid was stirred with H2O (10 mL). The solid was collected by filtration, crystallized from a MeOH:H2O mixture and dried in vacuum at 80° C. for 3 d; 120 mg (468 μmol, 61%), mp 258-260 ° C. Ir (KBr): ν3305 and 3189 (OH, NH, NH2), and 1650 ...